describe an organic reaction: reactants, conditions, products, and yield From a dataset of the Open Reaction Database (ORD), a public repository of structured organic reaction records. Starting materials: CN(C)C=O, CI, c1cc2cc(-c3nnn[nH]3)ccc2[nH]1. Product: Cn1nnnc1-c1ccc2[nH]ccc2c1. RXN SMILES: [CH3:17][N:18]([CH3:19])[CH:20]=[O:21].[I:15][CH3:16].[nH:1]1[n:2][n:3][n:4][c:5]1-[c:6]1[cH:7][c:8]2[cH:9][cH:10][nH:11][c:12]2[cH:13][cH:14]1>>[n:1]1[n:2][n:3][n:4]([CH3:16])[c:5]1-[c:6]1[cH:7][c:8]2[cH:9][cH:10][nH:11][c:12]2[cH:13][cH:14]1. Reactants: BrC1=C(C=C(C=C1)C(F)(F)F)I (1-bromo-2-iodo-4-(trifluoromethyl)benzene), N1=CC(=CC=C1)B(O)O (pyridin-3-ylboronic acid), C([O-])([O-])=O.[K+].[K+] (potassium carbonate), N1=CC(=CC=C1)B(O)O (pyridin-3-ylboronic acid), C([O-])([O-])=O.[K+].[K+] (potassium carbonate). The reagents and catalysts are C=1C=CC(=CC1)[P](C=2C=CC=CC2)(C=3C=CC=CC3)[Pd]([P](C=4C=CC=CC4)(C=5C=CC=CC5)C=6C=CC=CC6)([P](C=7C=CC=CC7)(C=8C=CC=CC8)C=9C=CC=CC9)[P](C=1C=CC=CC1)(C=1C=CC=CC1)C=1C=CC=CC1 (Pd(Ph3P)4). Solvent: O1CCOCC1 (dioxane), O (water), O (water). Run at temperature 120 celsius. Product: BrC1=C(C=C(C=C1)C(F)(F)F)C=1C=NC=CC1 (3-(2-bromo-5-(trifluoromethyl)phenyl)pyridine). Yield: 69.8%. RXN SMILES: [Br:1][C:2]1[CH:7]=[CH:6][C:5]([C:8]([F:11])([F:10])[F:9])=[CH:4][C:3]=1I.[N:13]1[CH:18]=[CH:17][CH:16]=[C:15](B(O)O)[CH:14]=1.C(=O)([O-])[O-].[K+].[K+]>O1CCOCC1.O.C1C=CC([P]([Pd]([P](C2C=CC=CC=2)(C2C=CC=CC=2)C2C=CC=CC=2)([P](C2C=CC=CC=2)(C2C=CC=CC=2)C2C=CC=CC=2)[P](C2C=CC=CC=2)(C2C=CC=CC=2)C2C=CC=CC=2)(C2C=CC=CC=2)C2C=CC=CC=2)=CC=1>[Br:1][C:2]1[CH:7]=[CH:6][C:5]([C:8]([F:11])([F:10])[F:9])=[CH:4][C:3]=1[C:15]1[CH:14]=[N:13][CH:18]=[CH:17][CH:16]=1 |f:2.3.4,^1:38,40,59,78|. Procedure details: A solution of Pd(Ph3P)4 (1.410 g, 1.220 mmol), 1-bromo-2-iodo-4-(trifluoromethyl)benzene (3.94 ml, 24.41 mmol), pyridin-3-ylboronic acid (3.00 g, 24.41 mmol), and potassium carbonate (13.49 g, 98 mmol) in 32 mL dioxane and 16 mL water was heated to 120° C. overnight. LC/MS showed incomplete conversion, so an additional portion of pyridin-3-ylboronic acid (3.00 g, 24.41 mmol) and potassium carbonate (13.49 g, 98 mmol) were added and the reaction mixture was heated to 120° C. for 3 hours. LC/MS sh... The reactants are NC1=C(C=C(C=2C(C3=CC=CC=C3C(C12)=O)=O)N)CCCC (1,4-Diamino-2-butylanthraquinone), C(CCC)C1=CC=C(C(=O)Cl)C=C1 (p-butylbenzoic acid chloride). The solvent is ClC1=CC=CC=C1 (chlorobenzene). Run at temperature 20 celsius. Product: C(CCC)C1=CC=C(C(=O)NC2=C(C=C(C=3C(C4=CC=CC=C4C(C23)=O)=O)NC(C2=CC=C(C=C2)CCCC)=O)CCCC)C=C1 (1,4-Bis(4-butylbenzamido)-2-butylanthraquinone). As a reaction SMILES: [NH2:1][C:2]1[C:15]2[C:14](=[O:16])[C:13]3[C:8](=[CH:9][CH:10]=[CH:11][CH:12]=3)[C:7](=[O:17])[C:6]=2[C:5]([NH2:18])=[CH:4][C:3]=1[CH2:19][CH2:20][CH2:21][CH3:22].[CH2:23]([C:27]1[CH:35]=[CH:34][C:30]([C:31](Cl)=[O:32])=[CH:29][CH:28]=1)[CH2:24][CH2:25][CH3:26]>ClC1C=CC=CC=1>[CH2:23]([C:27]1[CH:35]=[CH:34][C:30]([C:31]([NH:1][C:2]2[C:15]3[C:14](=[O:16])[C:13]4[C:8](=[CH:9][CH:10]=[CH:11][CH:12]=4)[C:7](=[O:17])[C:6]=3[C:5]([NH:18][C:7](=[O:17])[C:6]3[CH:15]=[CH:2][C:3]([CH2:19][CH2:20][CH2:21][CH3:22])=[CH:4][CH:5]=3)=[CH:4][C:3]=2[CH2:19][CH2:20][CH2:21][CH3:22])=[O:32])=[CH:29][CH:28]=1)[CH2:24][CH2:25][CH3:26]. Procedure: 1,4-Diamino-2-butylanthraquinone (0.30 g, 0.001 mole) and p-butylbenzoic acid chloride (0.48 g, 0.0024 mole) are refluxed in 20 ml chlorobenzene for 0.5 hrs. The reaction mass is cooled to 20° C. and chromatographed with chloroform on Silica gel. 1,4-Bis(4-butylbenzamido)-2-butylanthraquinone is obtained in amount 0.36 g (60%). Found, %: C 76.74, H 8.31, N 4.53; C40H52N2O4. Calculated, %: C 76.89, H 8.39, N 4.48; λmax =475 nm, S=-0.22. M.p.=180°-181.3° C. Starting materials: OC1=C2C(=NC(=N1)S)NN=C2C (4-hydroxy-6-mercapto-3-methylpyrazolo[3,4-d]pyrimidine), [OH-].[Na+] (sodium hydroxide), CI (methyl iodide). Run in O (water). Run at temperature 5 celsius, time 17.5 minute. Product: OC1=C2C(=NC(=N1)SC)NN=C2C (4-hydroxy-3-methyl-6-methylmercaptopyrazolo[3,4-d]pyrimidine). As a reaction SMILES: [OH:1][C:2]1[N:7]=[C:6]([SH:8])[N:5]=[C:4]2[NH:9][N:10]=[C:11]([CH3:12])[C:3]=12.[OH-].[Na+].[CH3:15]I>O>[OH:1][C:2]1[N:7]=[C:6]([S:8][CH3:15])[N:5]=[C:4]2[NH:9][N:10]=[C:11]([CH3:12])[C:3]=12 |f:1.2|. Procedure: 4-hydroxy-6-mercapto-3-methylpyrazolo[3,4-d]pyrimidine (14 g) was dissolved in a solution of 10 g. of sodium hydroxide in 300 ml. of water. The solution was cooled to 5° C. and shaken with 12 g. of methyl iodide. After 15-20 minutes, the solution was charcoaled, filtered and acidified with acetic acid to yield 12 g. of crude product. Recrystallization in acidic acid gave the product. MS (ES+): 197.0 (M+1)+.